This data is from the Open Reaction Database (ORD), a public repository of structured organic reaction records. The task is: describe an organic reaction: reactants, conditions, products, and yield Reactants: 123.2, OP(=O)([O-])[O-].[Na+].[Na+] (sodium phosphate dibasic), [OH-].[Na+] (NaOH), C(C(=O)CC(=O)O)C(=O)O (acetonedicarboxylic acid), C(=O)=O (CO2), C(CC=O)CC=O (glutaric dialdehyde), CN.Cl (CH3NH2.HCl). Run in O (water), O (water), O (water), O (water). The product is CN1C2CC(CC1CCC2)=O (N-methyl-3-keto-9-azabicyclo[3.3.1]nonane). As a reaction SMILES: [CH2:1]([CH2:5][CH:6]=[O:7])[CH2:2][CH:3]=O.[CH3:8][NH2:9].Cl.[CH2:11]([C:18](O)=O)[C:12](CC(O)=O)=O.OP([O-])([O-])=O.[Na+].[Na+].[OH-].[Na+].C(=O)=O>O>[CH3:8][N:9]1[CH:1]2[CH2:2][CH2:3][CH2:18][CH:11]1[CH2:12][C:6](=[O:7])[CH2:5]2 |f:1.2,4.5.6,7.8|. Reported procedure: A 5-liter 3-necked flask was charged with 140 grams of 50% aqueous glutaric dialdehyde (Aldrich, 0.7 moles), 630 ml of water and 70.7 grams of CH3NH2.HCl (1.036 moles) which was first dissolved in 700 ml of water, 116.6 grams of acetonedicarboxylic acid (0.8 moles) which had been dissolved in 1162 ml of water, and a solution of 123.2 sodium phosphate dibasic and 10.22 grams of NaOH dissolved in 280 ml of water. The heterogeneous orange solution was stirred at room temperature for 24 hours during... Starting materials: ClC=1C=C(C=CC1)C(CNC(CC1=CC2=C(OC(O2)(C(=O)O)C(=O)O)C=C1)C)O (5-{2-[2-(3-chloro-phenyl)-2-hydroxy-ethylamino]-propyl}-benzo[1,3]dioxole-2,2-dicarboxylic acid), C1(=CC=CC=C1)C(C)O (1-phenylethanol). Yields the product C1(=CC=CC=C1)C(C)OC(=O)C1(OC2=C(O1)C=CC(=C2)CC(C)NCC(O)C2=CC(=CC=C2)Cl)C(=O)OC(C)C2=CC=CC=C2 (5-{2-[2-(3-Chloro-phenyl)-2-hydroxy-ethylamino]-propyl}-benzo[1,3]dioxole-2,2-dicarboxylic acid bis-(1-phenyl-ethyl) ester), O(CC)CC.Cl (Et2O hydrochloride). Reaction SMILES: [Cl:1][C:2]1[CH:3]=[C:4]([CH:8]([OH:29])[CH2:9][NH:10][CH:11]([CH3:28])[CH2:12][C:13]2[CH:27]=[CH:26][C:16]3[O:17][C:18]([C:23]([OH:25])=[O:24])([C:20]([OH:22])=[O:21])[O:19][C:15]=3[CH:14]=2)[CH:5]=[CH:6][CH:7]=1.[C:30]1([CH:36](O)[CH3:37])[CH:35]=[CH:34][CH:33]=[CH:32][CH:31]=1>>[C:30]1([CH:36]([O:24][C:23]([C:18]2([C:20]([O:22][CH:8]([C:4]3[CH:5]=[CH:6][CH:7]=[CH:2][CH:3]=3)[CH3:9])=[O:21])[O:17][C:16]3[CH:26]=[CH:27][C:13]([CH2:12][CH:11]([NH:10][CH2:9][CH:8]([C:4]4[CH:5]=[CH:6][CH:7]=[C:2]([Cl:1])[CH:3]=4)[OH:29])[CH3:28])=[CH:14][C:15]=3[O:19]2)=[O:25])[CH3:37])[CH:35]=[CH:34][CH:33]=[CH:32][CH:31]=1.[O:17]([CH2:18][CH3:20])[CH2:16][CH3:15].[ClH:1] |f:3.4|. Procedure: The title compound was prepared from 5-{2-[2-(3-chloro-phenyl)-2-hydroxy-ethylamino]-propyl}-benzo[1,3]dioxole-2,2-dicarboxylic acid and 1-phenylethanol as a gummy tan solid according to the procedure of Example 1, leaving out the final HCl(g) /Et2O hydrochloride salt forming step: 1H NMR (300 MHz, CDCl3): δ 0.90-1.22 (m, 6H), 1.30-1.61 (m, 6H), 2.39-2.70 (brm, 1H), 2.83-3.19 (brm, 2H), 3.20-3.50 (brm, 2H), 5.15-5.35 (brs, 1H), 5.90-6.02 (brm, 1H), 6.45-6.82 (m, 3H), 7.11-7.40 (m, 4H), 8.64 (brs...